Dataset: the Open Reaction Database (ORD), a public repository of structured organic reaction records. Task: describe an organic reaction: reactants, conditions, products, and yield Starting materials: COC(=O)C1CN(Cc2ccccc2)CC1c1ccc(F)cc1F, CCO, [OH-], [OH-], [Pd+2]. Product: COC(=O)C1CNCC1c1ccc(F)cc1F. RXN SMILES: [CH2:1]([c:2]1[cH:3][cH:4][cH:5][cH:6][cH:7]1)[N:8]1[CH2:9][CH:10]([C:21](=[O:22])[O:23][CH3:24])[CH:11]([c:13]2[c:14]([F:20])[cH:15][c:16]([F:19])[cH:17][cH:18]2)[CH2:12]1.[CH3:25][CH2:26][OH:27].[OH-:28].[OH-:30].[Pd+2:29]>>[NH:8]1[CH2:9][CH:10]([C:21](=[O:22])[O:23][CH3:24])[CH:11]([c:13]2[c:14]([F:20])[cH:15][c:16]([F:19])[cH:17][cH:18]2)[CH2:12]1. Starting materials: mixture, N (ammonia), OO (hydrogen peroxide), NC=1C(=C(C(=CC1)C)O)C (3-amino 2,6-dimethyl phenol), methoxyparaphenylenediamine, C1(=C(C(=C(C(=C1F)F)F)N)F)N.Cl.Cl (dihydrochloride), N (ammonia). The solvent is O (water), O (water). Conditions: time 4 hour. Product: C1=CC(=O)C=CC1=NC2=CC=C(C=C2)N (indoaniline). Reaction SMILES: [C:1]1(N)[C:6](F)=[C:5](F)[C:4](F)=[C:3]([NH2:10])[C:2]=1F.Cl.Cl.[NH3:15].N[C:17]1[C:18](C)=[C:19]([OH:24])[C:20](C)=[CH:21][CH:22]=1.OO>O>[CH:17]1[C:22](=[N:10][C:3]2[CH:4]=[CH:5][C:6]([NH2:15])=[CH:1][CH:2]=2)[CH:21]=[CH:20][C:19](=[O:24])[CH:18]=1 |f:0.1.2|. Procedure: 0.01 mole (2.11 g) methoxyparaphenylenediamine dihydrochloride is dissolved in 100 cc water and the pH thereof is adjusted to 8 by addition of ammonia. This solution is immediately added to 0.01 mole (1.37 g) 3-amino 2,6-dimethyl phenol, preliminarily dissolved in 100 cc water. There are added to this resulting mixture 30 cc ammonia 22° Be and 130 cc hydrogen peroxide to make 20 volumes, and the mixture is allowed to stand at room temperature for four hours. On filtering the reaction mixture on ... Reactants: BrC[C@H](O)C1=C(C(=C(C(=C1F)F)F)F)F ((R)-(-)-2-bromo-1-(pentafluorophenyl)ethanol), BrC(CO)C1=C(C(=C(C(=C1F)F)F)F)F (2-bromo-2-(pentafluorophenyl)ethanol), C(CCC)[SnH](CCCC)CCCC (tributyltin hydride). Solvent: CCCCCC (hexane). Conditions: temperature 60 celsius, time 8 hour. Product: FC1=C(C(=C(C(=C1[C@H](C)O)F)F)F)F ((S)-(-)-1-(pentafluorophenyl)ethanol). The yield is 48.7%. As a reaction SMILES: Br[CH2:2][C@@H:3]([C:5]1[C:10]([F:11])=[C:9]([F:12])[C:8]([F:13])=[C:7]([F:14])[C:6]=1[F:15])[OH:4].BrC(C1C(F)=C(F)C(F)=C(F)C=1F)CO.C([SnH](CCCC)CCCC)CCC>CCCCCC>[F:11][C:10]1[C:5]([C@@H:3]([OH:4])[CH3:2])=[C:6]([F:15])[C:7]([F:14])=[C:8]([F:13])[C:9]=1[F:12]. Procedure: To a solution of 11.26 g of (R)-(-)-2-bromo-1-(pentafluorophenyl)ethanol containing 20% of 2-bromo-2-(pentafluorophenyl)ethanol obtained in Example 7 in 50 ml of hexane, was added 11.4 ml of tributyltin hydride at room temperature. After stirring for eight hours at 60° C., the reaction mixture was concentrated under reduced pressure, purified by silica gel column chromatography and distilled under reduced pressure to give 4.0 g of (S)-(-)-1-(pentafluorophenyl)ethanol having the following physica... Starting materials: C(CC)(=O)Cl (propionyl chloride), [Li+].[OH-] (LiOH), NC1=CNC2=NC=C(C(=C21)N2C[C@@H](CCC2)NC(OC(C)(C)C)=O)Cl ((R)-tert-butyl 1-(3-amino-5-chloro-1H-pyrrolo[2,3-b]pyridin-4-yl)piperidin-3-ylcarbamate). Run in C(Cl)Cl (DCM), O (Water), CN1CCCC1=O (NMP), N1=CC=CC=C1 (pyridine), C(Cl)Cl (DCM). Reaction conditions: time 1 hour. Product: ClC=1C(=C2C(=NC1)NC=C2NC(CC)=O)N2C[C@@H](CCC2)NC(OC(C)(C)C)=O ((R)-tert-butyl 1-(5-chloro-3-propionamido-1H-pyrrolo[2,3-b]pyridin-4-yl)piperidin-3-ylcarbamate). Yield: 63.6%. Reaction SMILES: [NH2:1][C:2]1[C:10]2[C:5](=[N:6][CH:7]=[C:8]([Cl:25])[C:9]=2[N:11]2[CH2:16][CH2:15][CH2:14][C@@H:13]([NH:17][C:18](=[O:24])[O:19][C:20]([CH3:23])([CH3:22])[CH3:21])[CH2:12]2)[NH:4][CH:3]=1.[C:26](Cl)(=[O:29])[CH2:27][CH3:28].[Li+].[OH-]>CN1C(=O)CCC1.C(Cl)Cl.O.N1C=CC=CC=1>[Cl:25][C:8]1[C:9]([N:11]2[CH2:16][CH2:15][CH2:14][C@@H:13]([NH:17][C:18](=[O:24])[O:19][C:20]([CH3:21])([CH3:22])[CH3:23])[CH2:12]2)=[C:10]2[C:2]([NH:1][C:26](=[O:29])[CH2:27][CH3:28])=[CH:3][NH:4][C:5]2=[N:6][CH:7]=1 |f:2.3|. Procedure details: DCM (2 mL) and pyridine (1 mL) were added to (R)-tert-butyl 1-(3-amino-5-chloro-1H-pyrrolo[2,3-b]pyridin-4-yl)piperidin-3-ylcarbamate (0.3 g, 0.820 mmol; Example 91, Step A) in NMP (2 mL), and then propionyl chloride (0.228 g, 2.46 mmol) was added. The reaction was then stirred for 1 hour at room temperature, and then 3M aqueous LiOH (3 mL) was added. The reaction was stirred for 10 minutes. Water (10 mL) and DCM (10 mL) were then added, and the organic fraction was dried, filtered and concentra... Isolated yield 97.0%. Yields the product BrC1=C2C=CC=NC2=C(C(=C1)Br)OC(C)C (5,7-dibromo-8-isopropoxy-quinoline). Reactants: BrC1=C2C=CC=NC2=C(C(=C1)Br)O (5,7-dibromo-quinolin-8-ol), BrC(C)C (2-bromopropane). RXN SMILES: [Br:1][C:2]1[CH:11]=[C:10]([Br:12])[C:9]([OH:13])=[C:8]2[C:3]=1[CH:4]=[CH:5][CH:6]=[N:7]2.Br[CH:15]([CH3:17])[CH3:16]>>[Br:1][C:2]1[CH:11]=[C:10]([Br:12])[C:9]([O:13][CH:15]([CH3:17])[CH3:16])=[C:8]2[C:3]=1[CH:4]=[CH:5][CH:6]=[N:7]2. Reported procedure: Reaction of 5,7-dibromo-quinolin-8-ol with 2-bromopropane following the method described in Example 8 gave 5,7-dibromo-8-isopropoxy-quinoline 6 (97%): 1H NMR (CDCl3): δ 8.94 (dd, J=1.5 and 4.2, 1H), 8.48 (dd, J=1.5 and 8.4, 1 H), 8.00 (s, 1H), 7.52 (dd, J=4.2 and 8.4, 1H), 5.22 (m, 1H), 1.43 (d, J=6.1, 6 H); mass spectrum: m/z 344, 346, 348 (M++1, 50, 100 and 50%, respectively). Reaction of 6 with aryl boronic acids, and cleavage of the isopropoxy group following the method outlined in Example 8... Starting materials: CO, COc1cc(OC)c(F)c(N2Cc3cnc(NCC4OC(c5ccccc5)OC4CO)nc3N(C3CCCC3)C2=O)c1F, [Na+], [OH-]. The product is COc1cc(OC)c(F)c(N2Cc3cnc(NCC(O)C(O)CO)nc3N(C3CCCC3)C2=O)c1F. Reaction SMILES: [CH3:46][OH:47].[CH:1]1([N:6]2[C:7](=[O:43])[N:8]([c:31]3[c:32]([F:42])[c:33]([O:40][CH3:41])[cH:34][c:35]([O:38][CH3:39])[c:36]3[F:37])[CH2:9][c:10]3[c:11]2[n:12][c:13]([NH:16][CH2:17][CH:18]2[O:19][CH:20]([c:25]4[cH:26][cH:27][cH:28][cH:29][cH:30]4)[O:21][CH:22]2[CH2:23][OH:24])[n:14][cH:15]3)[CH2:2][CH2:3][CH2:4][CH2:5]1.[Na+:45].[OH-:44]>>[CH:1]1([N:6]2[C:7](=[O:43])[N:8]([c:31]3[c:32]([F:42])[c:33]([O:40][CH3:41])[cH:34][c:35]([O:38][CH3:39])[c:36]3[F:37])[CH2:9][c:10]3[c:11]2[n:12][c:13]([NH:16][CH2:17][CH:18]([OH:19])[CH:22]([OH:21])[CH2:23][OH:24])[n:14][cH:15]3)[CH2:2][CH2:3][CH2:4][CH2:5]1. Starting materials: C(C)(=O)N1CCN(CC1)NC(=O)C1=CC=C(C(=O)OC)C=C1 (methyl 4-[N-(4-acetyl-1-piperazinyl)carbamoyl]benzoate), aqueous solution, [OH-].[Na+] (sodium hydroxide). The solvent is CO (methanol). Conditions: time 10 hour. The product is C(C1=CC=CC=C1)(=O)O (benzoic acid). Isolated yield 241.7%. As a reaction SMILES: C(N1CCN(NC([C:13]2[CH:22]=[CH:21][C:16]([C:17]([O:19]C)=[O:18])=[CH:15][CH:14]=2)=O)CC1)(=O)C.[OH-].[Na+]>CO>[C:17]([OH:19])(=[O:18])[C:16]1[CH:21]=[CH:22][CH:13]=[CH:14][CH:15]=1 |f:1.2|. Procedure: To a stirred solution of methyl 4-[N-(4-acetyl-1-piperazinyl)carbamoyl]benzoate (300 mg) in methanol (9 ml) was added 1N aqueous solution of sodium hydroxide (1.2 ml) at ambient temperature and the mixture was stirred at the same temperature for 10 hours. After evaporation of solvent, the residue was diluted with water and neutralized with 1N hydrochloric acid and extracted with a mixture of ethyl acetate and tetrahydrofuran. The organic layer was dried over magnesium sulfate and concentrated. T... Starting materials: ClC1(CN(C1)C(C1=CC=CC=C1)C1=CC=CC=C1)C1=CC=C(C=C1)C(F)(F)F (3-Chloro-3-(4-(trifluoromethyl)phenyl)(dipbenylmethyl)azetidine), C(C)(C)(C)C1=CC=C(C=C1)C1N(CC1)C(C1=CC=CC=C1)C1=CC=CC=C1 (4-tert-Butylphenyl-1-(diphenylmethyl)azetidine). Product: FC(C1=CC=C(C=C1)C1CN(C1)C(C1=CC=CC=C1)C1=CC=CC=C1)(F)F (3-(4-(Trifluoromethyl)phenyl)-1-(diphenylmethyl)azetidine). RXN SMILES: Cl[C:2]1([C:19]2[CH:24]=[CH:23][C:22]([C:25]([F:28])([F:27])[F:26])=[CH:21][CH:20]=2)[CH2:5][N:4]([CH:6]([C:13]2[CH:18]=[CH:17][CH:16]=[CH:15][CH:14]=2)[C:7]2[CH:12]=[CH:11][CH:10]=[CH:9][CH:8]=2)[CH2:3]1.C(C1C=CC(C2CCN2C(C2C=CC=CC=2)C2C=CC=CC=2)=CC=1)(C)(C)C>>[F:28][C:25]([F:26])([F:27])[C:22]1[CH:23]=[CH:24][C:19]([CH:2]2[CH2:3][N:4]([CH:6]([C:13]3[CH:14]=[CH:15][CH:16]=[CH:17][CH:18]=3)[C:7]3[CH:12]=[CH:11][CH:10]=[CH:9][CH:8]=3)[CH2:5]2)=[CH:20][CH:21]=1. Procedure details: This compound was prepared from compound (31) using the procedure described for compound (11).